This data is from the Open Reaction Database (ORD), a public repository of structured organic reaction records. The task is: describe an organic reaction: reactants, conditions, products, and yield Starting materials: NCC1=CC=CC=C1, COC1=CC=C(S(=O)(Cl)=O)C=C1OC. Reagents/catalysts: O=C([O-])O.[Na+] (NaHCO3). Solvent: O (water), OCCOCCOCCOCCOCCO (PEG400), CC(C)=O (acetone). Conditions: temperature 25 celsius, pressure 100 psi, time 20 minute. Product: COc1ccc(S(=O)(=O)NCc2ccccc2)cc1OC. Isolated yield 100.0%. Starting materials: C(C=C)(=O)N1C(CC(CC1)CC1=CC=CC=C1)C=1NC2=CC=C(C=C2C1)C(=O)N (1-acryloyl-(4-benzyl)-piperidinyl-indole-5-carboxamide), C(C)(C)(C)OC(=O)N1CCNCC1 (tert-butyl-1-piperazine carboxylate), Cl (HCl). Product: N1(CCNCC1)CCC(=O)N1C(CC(CC1)CC1=CC=CC=C1)C=1NC2=CC=C(C=C2C1)C(=O)N (1-(3-piperazinylpropionyl)-(4-benzyl)-piperidinyl-indole-5-carboxamide). Reaction SMILES: [C:1]([N:5]1[CH2:10][CH2:9][CH:8]([CH2:11][C:12]2[CH:17]=[CH:16][CH:15]=[CH:14][CH:13]=2)[CH2:7][CH:6]1[C:18]1[NH:19][C:20]2[C:25]([CH:26]=1)=[CH:24][C:23]([C:27]([NH2:29])=[O:28])=[CH:22][CH:21]=2)(=[O:4])[CH:2]=[CH2:3].C(OC([N:37]1[CH2:42][CH2:41][NH:40][CH2:39][CH2:38]1)=O)(C)(C)C.Cl>>[N:37]1([CH2:3][CH2:2][C:1]([N:5]2[CH2:10][CH2:9][CH:8]([CH2:11][C:12]3[CH:13]=[CH:14][CH:15]=[CH:16][CH:17]=3)[CH2:7][CH:6]2[C:18]2[NH:19][C:20]3[C:25]([CH:26]=2)=[CH:24][C:23]([C:27]([NH2:29])=[O:28])=[CH:22][CH:21]=3)=[O:4])[CH2:42][CH2:41][NH:40][CH2:39][CH2:38]1. Procedure details: The 1-acryloyl-(4-benzyl)-piperidinyl-indole-5-carboxamide above was reacted with tert-butyl-1-piperazine carboxylate as described before. The product was deprotected using methanolic HCl. M+ 458. RXN SMILES: C(OC([NH:8][C:9]([C:12]1[CH:17]=[CH:16][C:15]([C:18]2[C:23]([Cl:24])=[CH:22][N:21]=[C:20]([NH:25][C:26]3[CH:31]=[CH:30][C:29]([CH2:32][CH2:33]O)=[CH:28][CH:27]=3)[N:19]=2)=[CH:14][CH:13]=1)([CH3:11])[CH3:10])=O)(C)(C)C.C(N(C(C)C)CC)C.[CH3:43][C:44]1[NH:45][CH:46]=[CH:47][N:48]=1.C([NH+](CC)CC)C>C(#N)C.O1CCCC1>[NH2:8][C:9]([C:12]1[CH:13]=[CH:14][C:15]([C:18]2[C:23]([Cl:24])=[CH:22][N:21]=[C:20]([NH:25][C:26]3[CH:27]=[CH:28][C:29]([CH2:32][CH2:33][N:45]4[CH:46]=[CH:47][N:48]=[C:44]4[CH3:43])=[CH:30][CH:31]=3)[N:19]=2)=[CH:16][CH:17]=1)([CH3:11])[CH3:10]. Starting materials: C(C)(C)(C)OC(=O)NC(C)(C)C1=CC=C(C=C1)C1=NC(=NC=C1Cl)NC1=CC=C(C=C1)CCO (4-[4-(1-tertbutoxycarbonylamino-1-methylethyl)phenyl]-5-chloro-N-[4-(2-hydroxyethyl)phenyl]pyrimidine-2-amine), C(C)N(CC)C(C)C (N,N-diethylisopropylamine), CC=1NC=CN1 (2-methylimidazole), polystyrene methylisocyanate, C(C)[NH+](CC)CC (triethylammonium). The product is NC(C)(C)C1=CC=C(C=C1)C1=NC(=NC=C1Cl)NC1=CC=C(C=C1)CCN1C(=NC=C1)C (4-[4-(1-Amino-1-methylethyl)phenyl]-5-chloro-N-[4-(2-(2-methylimidazol-1-yl)ethyl)phenyl]pyrimidine-2-amine). Conditions: time 6 hour. Reported procedure: A mixture of derivatised resin (1) (55 mg), N,N-diethylisopropylamine (38 mg, 0.30 mmol), and 2-methylimidazole (8 mg, 0.10 mmol) in anhydrous acetonitrile (2 ml) was heated at 70° for 18 h, with agitation. The mixture was allowed to cool to room temperature then diluted with anhydrous tetrahydrofuran (2 ml) and treated with polystyrene methylisocyanate (Argonaut Technologies, 120 mg, 1.65 mmol/g, 0.2 mmol equivalent) and macroporous triethylammonium methylpolystyrene carbonate (Argonaut Technol... Isolated yield 43.4%. The solvent is C(C)#N (acetonitrile), O1CCCC1 (tetrahydrofuran). Yields the product C1(CC1)COC1=C(C=CC(=N1)C(=O)N1CS(CC1C(=O)N)(=O)=O)N1CC(C1)OC (3-[6-(Cyclopropylmethoxy)-5-(3-methoxyazetidin-1-yl)pyridine-2-carbonyl]-1,1-dioxo-1,3-thiazolidine-4-carboxamide). The yield is 33.0%. Reaction SMILES: [CH:1]1([CH2:4][O:5][C:6]2[N:11]=[C:10]([C:12]([OH:14])=O)[CH:9]=[CH:8][C:7]=2[N:15]2[CH2:18][CH:17]([O:19][CH3:20])[CH2:16]2)[CH2:3][CH2:2]1.Cl.[O:22]=[S:23]1(=[O:31])[CH2:27][CH:26]([C:28]([NH2:30])=[O:29])[NH:25][CH2:24]1>>[CH:1]1([CH2:4][O:5][C:6]2[N:11]=[C:10]([C:12]([N:25]3[CH:26]([C:28]([NH2:30])=[O:29])[CH2:27][S:23](=[O:31])(=[O:22])[CH2:24]3)=[O:14])[CH:9]=[CH:8][C:7]=2[N:15]2[CH2:18][CH:17]([O:19][CH3:20])[CH2:16]2)[CH2:2][CH2:3]1 |f:1.2|. Procedure: In analogy to the procedure described in Example 127 e), 6-(cyclopropylmethoxy)-5-(3-methoxyazetidin-1-yl)pyridine-2-carboxylic acid (Example 128 a, 30 mg, 108 μmol) was reacted with 1,1-dioxo-1,3-thiazolidine-4-carboxamide hydrochloride (Example 127 d, 26.0 mg, 129 μmol) to give the title compound (15 mg, 33%) as off-white solid, MS (EI): m/e=425.5 [MH+]. Starting materials: C1(CC1)COC1=C(C=CC(=N1)C(=O)O)N1CC(C1)OC (6-(cyclopropylmethoxy)-5-(3-methoxyazetidin-1-yl)pyridine-2-carboxylic acid), Cl.O=S1(CNC(C1)C(=O)N)=O (1,1-dioxo-1,3-thiazolidine-4-carboxamide hydrochloride). The reactants are C1CNCCN1, CC#N, Clc1ccc(-c2ccccn2)cn1. Yields the product c1ccc(-c2ccc(N3CCNCC3)nc2)nc1. RXN SMILES: [CH2:14]1[CH2:15][NH:16][CH2:17][CH2:18][NH:19]1.[CH3:20][C:21]#[N:22].[Cl:1][c:2]1[cH:3][cH:4][c:5](-[c:8]2[n:9][cH:10][cH:11][cH:12][cH:13]2)[cH:6][n:7]1>>[c:2]1([N:16]2[CH2:15][CH2:14][NH:19][CH2:18][CH2:17]2)[cH:3][cH:4][c:5](-[c:8]2[n:9][cH:10][cH:11][cH:12][cH:13]2)[cH:6][n:7]1. Starting materials: CCO, CCc1cc(Cl)nc(N)n1, CC(c1ccccc1)N1CCC2CNCC21, c1ccncc1. Product: CCc1cc(N2CC3CCN(C(C)c4ccccc4)C3C2)nc(N)n1. RXN SMILES: [CH3:33][CH2:34][OH:35].[Cl:1][c:2]1[n:3][c:4]([NH2:10])[n:5][c:6]([CH2:8][CH3:9])[cH:7]1.[c:17]1([CH:23]([CH3:24])[N:25]2[CH:26]3[CH:27]([CH2:28][CH2:29]2)[CH2:30][NH:31][CH2:32]3)[cH:18][cH:19][cH:20][cH:21][cH:22]1.[cH:11]1[cH:12][cH:13][n:14][cH:15][cH:16]1>>[c:2]1([N:31]2[CH2:30][CH:27]3[CH:26]([N:25]([CH:23]([c:17]4[cH:18][cH:19][cH:20][cH:21][cH:22]4)[CH3:24])[CH2:29][CH2:28]3)[CH2:32]2)[n:3][c:4]([NH2:10])[n:5][c:6]([CH2:8][CH3:9])[cH:7]1. The reactants are C=CC#N, CO, [Na+], [OH-], COc1cc2cc(COC(C)=O)c(COC(C)=O)c(-c3cc[nH]c(=O)c3)c2cc1OC. Yields the product COc1cc2cc(COC(C)=O)c(COC(C)=O)c(-c3ccn(CCC#N)c(=O)c3)c2cc1OC. RXN SMILES: [CH2:32]=[CH:33][C:34]#[N:35].[CH3:38][OH:39].[Na+:37].[OH-:36].[nH:1]1[c:2](=[O:31])[cH:3][c:4](-[c:7]2[c:8]([CH2:26][O:27][C:28]([CH3:29])=[O:30])[c:9]([CH2:21][O:22][C:23]([CH3:24])=[O:25])[cH:10][c:11]3[cH:12][c:13]([O:19][CH3:20])[c:14]([O:17][CH3:18])[cH:15][c:16]23)[cH:5][cH:6]1>>[n:1]1([CH2:32][CH2:33][C:34]#[N:35])[c:2](=[O:31])[cH:3][c:4](-[c:7]2[c:8]([CH2:26][O:27][C:28]([CH3:29])=[O:30])[c:9]([CH2:21][O:22][C:23]([CH3:24])=[O:25])[cH:10][c:11]3[cH:12][c:13]([O:19][CH3:20])[c:14]([O:17][CH3:18])[cH:15][c:16]23)[cH:5][cH:6]1. The reactants are COc1ccc(-c2nsc(NC(=O)C3CC3C)c2Br)cc1F, CCOC(C)=O, CN(C)C=O, Cl[Pd]Cl, c1ccc(P(c2ccccc2)c2ccccc2)cc1, c1ccc(P(c2ccccc2)c2ccccc2)cc1. The product is COc1ccc(-c2nsc(NC(=O)C3CC3C)c2C)cc1F. Reaction SMILES: [Br:1][c:2]1[c:3](-[c:14]2[cH:15][c:16]([F:22])[c:17]([O:20][CH3:21])[cH:18][cH:19]2)[n:4][s:5][c:6]1[NH:7][C:8](=[O:9])[CH:10]1[CH:11]([CH3:13])[CH2:12]1.[CH3:28][CH2:29][O:30][C:31]([CH3:32])=[O:33].[O:23]=[CH:24][N:25]([CH3:26])[CH3:27].[Pd:34]([Cl:35])[Cl:36].[c:37]1([P:38]([c:39]2[cH:40][cH:41][cH:42][cH:43][cH:44]2)[c:45]2[cH:46][cH:47][cH:48][cH:49][cH:50]2)[cH:51][cH:52][cH:53][cH:54][cH:55]1.[c:56]1([P:57]([c:58]2[cH:59][cH:60][cH:61][cH:62][cH:63]2)[c:64]2[cH:65][cH:66][cH:67][cH:68][cH:69]2)[cH:70][cH:71][cH:72][cH:73][cH:74]1>>[c:2]1([CH3:24])[c:3](-[c:14]2[cH:15][c:16]([F:22])[c:17]([O:20][CH3:21])[cH:18][cH:19]2)[n:4][s:5][c:6]1[NH:7][C:8](=[O:9])[CH:10]1[CH:11]([CH3:13])[CH2:12]1. Reactants: ClC1=CC=C(C=C1)C=1C2=C(NC([C@@]3(N1)[C@@H](C3)C)=NN)SC(=C2C)C ((1S,2R)-5′-(4-chlorophenyl)-2′-hydrazono-2,6′,7′-trimethyl-1′,2′-dihydrospiro[cyclopropane-1,3′-thieno[2,3-e][1,4]diazepine]), C1=CN(C=N1)C(=O)N2C=CN=C2 (CDI), C1=CN(C=N1)C(=O)N2C=CN=C2 (CDI). The solvent is C1CCOC1 (THF). Run at temperature 85 celsius, time 4 hour. The product is ClC1=CC=C(C=C1)C1=N[C@]2(C=3N(C4=C1C(=C(S4)C)C)C(NN3)=O)[C@@H](C2)C ((1S,2R)-4′-(4-chlorophenyl)-2,2′,3′-trimethylspiro[cyclopropane-1,6′-thieno[3,2-f][1,2,4]triazolo[4,3-a][1,4]diazepin]-9′(8′H)-one). Yield: 65.9%. As a reaction SMILES: [Cl:1][C:2]1[CH:7]=[CH:6][C:5]([C:8]2[C:9]3[C:22]([CH3:23])=[C:21]([CH3:24])[S:20][C:10]=3[NH:11][C:12](=[N:18][NH2:19])[C@@:13]3([CH2:16][C@H:15]3[CH3:17])[N:14]=2)=[CH:4][CH:3]=1.C1N=CN([C:30](N2C=NC=C2)=[O:31])C=1>C1COCC1>[Cl:1][C:2]1[CH:7]=[CH:6][C:5]([C:8]2[C:9]3[C:22]([CH3:23])=[C:21]([CH3:24])[S:20][C:10]=3[N:11]3[C:30](=[O:31])[NH:19][N:18]=[C:12]3[C@@:13]3([CH2:16][C@H:15]3[CH3:17])[N:14]=2)=[CH:4][CH:3]=1. Procedure: A disposable tube was charged with (1S,2R)-5′-(4-chlorophenyl)-2′-hydrazono-2,6′,7′-trimethyl-1′,2′-dihydrospiro[cyclopropane-1,3′-thieno[2,3-e][1,4]diazepine] (24 mg, 0.067 mmol) and a stir bar. THF (1.5 mL, 0.05 M) was added, followed by CDI (13.01 mg, 0.080 mmol), and the solution was stirred 85° C. 4 h. At 4 h, more CDI (26 mg, 0.160 mmol) was added, and the reaction was stirred at 85° C. The reaction was concentrated and purified by reverse phase chromatography (water/acetonitrile with 0.1%... The reactants are C(C)(C)(C)OC(N[C@@H]1C(NC[C@@H](C1)C1=C(C(=CC=C1)F)F)=S)=O (tert-butyl[(3S,5S)-5-(2,3-difluorophenyl)-2-thioxopiperidin-3-yl]carbamate), NCC(C(C)(C)OC)O (1-amino-3-methoxy-3-methylbutan-2-ol). The reagents and catalysts are [Hg](Cl)Cl (mercury (II) chloride). The solvent is C(C)O (ethanol). Reaction conditions: time 20 minute. Yields the product FC1=C(C=CC=C1F)[C@@H]1C[C@@H](C(NC1)=NCC(C(C)(C)OC)O)NC(OC(C)(C)C)=O (tert-Butyl {(3S,5S)-5-(2,3-difluorophenyl)-2-[(2-hydroxy-3-methoxy-3-methylbutyl)imino]piperidin-3-yl}carbamate). Reaction SMILES: [C:1]([O:5][C:6](=[O:23])[NH:7][C@H:8]1[CH2:13][C@@H:12]([C:14]2[CH:19]=[CH:18][CH:17]=[C:16]([F:20])[C:15]=2[F:21])[CH2:11][NH:10][C:9]1=S)([CH3:4])([CH3:3])[CH3:2].[NH2:24][CH2:25][CH:26]([OH:32])[C:27]([O:30][CH3:31])([CH3:29])[CH3:28]>C(O)C.[Hg](Cl)Cl>[F:21][C:15]1[C:16]([F:20])=[CH:17][CH:18]=[CH:19][C:14]=1[C@H:12]1[CH2:11][NH:10][C:9](=[N:24][CH2:25][CH:26]([OH:32])[C:27]([O:30][CH3:31])([CH3:29])[CH3:28])[C@@H:8]([NH:7][C:6](=[O:23])[O:5][C:1]([CH3:4])([CH3:3])[CH3:2])[CH2:13]1. Reported procedure: To a solution of tert-butyl[(3S,5S)-5-(2,3-difluorophenyl)-2-thioxopiperidin-3-yl]carbamate (400 mg, 1.17 mmol) in ethanol (11.7 mL) was added 1-amino-3-methoxy-3-methylbutan-2-ol (389 mg, 2.92 mmol) and mercury (II) chloride (412 mg, L52 mmol). The mixture was stirred 20 min, filtered, and concentrated giving the crude title compound. MS 442.2 (M+1).